From a dataset of the Open Reaction Database (ORD), a public repository of structured organic reaction records. describe an organic reaction: reactants, conditions, products, and yield As a reaction SMILES: [C:10]([CH3:11])([CH3:12])([CH3:13])[O:14][C:15]([NH:16][CH2:17][CH2:18][N:19]=[C:20]=[O:21])=[O:22].[CH2:1]([CH3:2])[O:3][CH:4]([CH2:5][NH2:6])[O:7][CH2:8][CH3:9].[CH3:23][c:24]1[cH:25][cH:26][cH:27][cH:28][cH:29]1>>[CH2:1]([CH3:2])[O:3][CH:4]([CH2:5][NH:6][C:20]([NH:19][CH2:18][CH2:17][NH:16][C:15]([O:14][C:10]([CH3:11])([CH3:12])[CH3:13])=[O:22])=[O:21])[O:7][CH2:8][CH3:9]. Product: CCOC(CNC(=O)NCCNC(=O)OC(C)(C)C)OCC. The reactants are CC(C)(C)OC(=O)NCCN=C=O, CCOC(CN)OCC, Cc1ccccc1. The reactants are OC(=O)[C@@]1(OC[C@@H]2[C@@H]([C@@H]([C@H]([C@H](O[C@H]3[C@@H]([C@H](C(O)O[C@@H]3CO)N)O)O2)O)O)O)C[C@H](O)[C@@H](NC(=O)C)[C@@H](O1)[C@H](O)[C@H](O)CO (NeuAcα2-6Galβ1-4GlcNH2), CC(=O)N[C@@H]1[C@H](C[C@](OC1[C@@H]([C@@H](CO)O)O)(C(=O)O)OP(=O)([O-])OC[C@@H]2[C@H]([C@H]([C@@H](O2)N3C=CC(=NC3=O)N)O)O)O.[Na+] (CMP-NeuAc), C([C@@H]1[C@@H]([C@@H]([C@H]([C@@H](O1)O)O)O)O)O (β-D-galactoside), glycosyl. Yields the product O([C@H]1[C@H](O)[C@@H](O)[C@@H](O)[C@H](O1)CO)[C@H]1[C@@H]([C@H](C(O)O[C@@H]1CO)N)O (Galβ1-4GlcNH2). As a reaction SMILES: OC([C@@]1(O[C@@H]([C@@H]([C@@H](CO)O)O)[C@H](NC(C)=O)[C@@H](O)C1)[O:5][CH2:6][C@H:7]1[O:24][C@@H:11]([O:12][C@@H:13]2[C@@H:19]([CH2:20][OH:21])[O:18][CH:16]([OH:17])[C@H:15]([NH2:22])[C@H:14]2[OH:23])[C@H:10]([OH:25])[C@@H:9]([OH:26])[C@H:8]1[OH:27])=O.C(O)[C@H]1O[C@@H](O)[C@H](O)[C@@H](O)[C@H]1O.CC(N[C@H]1C([C@H](O)[C@H](O)CO)O[C@](OP(OC[C@H]2O[C@@H](N3C(=O)N=C(N)C=C3)[C@H](O)[C@@H]2O)([O-])=O)(C(O)=O)C[C@@H]1O)=O.[Na+]>>[O:12]([C@@H:13]1[C@@H:19]([CH2:20][OH:21])[O:18][CH:16]([OH:17])[C@H:15]([NH2:22])[C@H:14]1[OH:23])[C@@H:11]1[O:24][C@H:7]([CH2:6][OH:5])[C@H:8]([OH:27])[C@H:9]([OH:26])[C@H:10]1[OH:25] |f:2.3|. Procedure details: Synthesis of NeuAcα2-6Galβ1-4GlcNH2 βSEt. Galβ1-4GlcNH2 βSEt is prepared as described above and used directly or after isolation as acceptor for a β-D-galactoside α2-6-sialyltransferase (e.g. EC 2.4.99.1) reaction with a suitable glycosyl donor such as CMP-NeuAc. Reaction SMILES: [CH2:24]([Cl:25])[CH2:26][CH2:27][CH3:28].[Cl:1][c:2]1[c:3]([C:11]([CH2:12][CH:13]2[CH2:14][CH2:15][CH2:16][CH2:17]2)=[O:18])[cH:4][cH:5][c:6]([O:9][CH3:10])[c:7]1[Cl:8].[O:29]1[CH2:30][CH2:31][O:32][CH2:33][CH2:34]1.[S:19](=[O:20])(=[O:21])([OH:22])[OH:23]>>[Cl:1][c:2]1[c:3]([C:11]([C:12]([CH:13]2[CH2:14][CH2:15][CH2:16][CH2:17]2)=[CH2:24])=[O:18])[cH:4][cH:5][c:6]([O:9][CH3:10])[c:7]1[Cl:8]. Reactants: CCCCCl, COc1ccc(C(=O)CC2CCCC2)c(Cl)c1Cl, C1COCCO1, O=S(=O)(O)O. Product: C=C(C(=O)c1ccc(OC)c(Cl)c1Cl)C1CCCC1. Reactants: O (Water), OC=1C=C(CN2CCCCC2)C=CC1 (N-3-hydroxybenzylpiperidine), C([O-])([O-])=O.[K+].[K+] (potassium carbonate), BrCCCC#N (4-Bromobutyronitrile). Run in CN(C=O)C (dimethylformamide). Conditions: time 17 hour. The product is N1(CCCCC1)CC=1C=C(OCCCC#N)C=CC1 (4-(3-piperidinomethylphenoxy)butyronitrile). Reaction SMILES: [OH:1][C:2]1[CH:3]=[C:4]([CH:12]=[CH:13][CH:14]=1)[CH2:5][N:6]1[CH2:11][CH2:10][CH2:9][CH2:8][CH2:7]1.C(=O)([O-])[O-].[K+].[K+].Br[CH2:22][CH2:23][CH2:24][C:25]#[N:26].O>CN(C)C=O>[N:6]1([CH2:5][C:4]2[CH:3]=[C:2]([CH:14]=[CH:13][CH:12]=2)[O:1][CH2:22][CH2:23][CH2:24][C:25]#[N:26])[CH2:7][CH2:8][CH2:9][CH2:10][CH2:11]1 |f:1.2.3|. Procedure: A mixture of N-3-hydroxybenzylpiperidine (9.55 g) and anhydrous potassium carbonate (13.8 g) in dimethylformamide (100 ml) was stirred at ambient temperature for 17 hours. 4-Bromobutyronitrile (5 ml) was added and the mixture stirred at ambient temperature for 24 hours. Water (10 volumes) was added and the resulting mixture extracted with ethyl acetate. The extracts were washed with water, dried and the solvent removed to leave an oil which was purified by distillation (190°-200° C./0.1 mm) or b... Run in O (water), CN(C)C=O (DMF). Reactants: P(OCC1=CC=CC=C1)(OCC1=CC=CC=C1)[O-] (Dibenzyl phosphite), [H-].[Na+] (sodium hydride), BrCCCOC1OCCCC1 (2-(3-bromopropoxy)tetrahydro-2H-pyran). Yields the product O1C(CCCC1)OCCCP(OCC1=CC=CC=C1)(OCC1=CC=CC=C1)=O (dibenzyl [3-(tetrahydro-2H-pyran-2-yloxy)propyl]phosphonate). Reported procedure: Dibenzyl phosphite (1.70 mL, 7.63 mmol) was added to a stirred suspension of sodium hydride (60% dispersion in mineral oil) (0.381 g, 9.53 mmol) in dry DMF (11.4 mL) at 25° C. under N2. After 15 min 2-(3-bromopropoxy)tetrahydro-2H-pyran (1.29 mL, 7.63 mmol) was added and the mixture was stirred at 25° C. for 5 h. The reaction mixture was diluted with water (20 mL) and extracted with Et2O (2×40 mL). The combined organic extracts were washed with brine (20 mL), dried (Na2SO4) and concentrated in v... Reaction conditions: temperature 25 celsius, time 5 hour. As a reaction SMILES: [P:1]([O-:18])([O:10][CH2:11][C:12]1[CH:17]=[CH:16][CH:15]=[CH:14][CH:13]=1)[O:2][CH2:3][C:4]1[CH:9]=[CH:8][CH:7]=[CH:6][CH:5]=1.[H-].[Na+].Br[CH2:22][CH2:23][CH2:24][O:25][CH:26]1[CH2:31][CH2:30][CH2:29][CH2:28][O:27]1>CN(C=O)C.O>[O:27]1[CH2:28][CH2:29][CH2:30][CH2:31][CH:26]1[O:25][CH2:24][CH2:23][CH2:22][P:1](=[O:18])([O:10][CH2:11][C:12]1[CH:17]=[CH:16][CH:15]=[CH:14][CH:13]=1)[O:2][CH2:3][C:4]1[CH:9]=[CH:8][CH:7]=[CH:6][CH:5]=1 |f:1.2|. Starting materials: CCOC(=O)COc1cc(OCc2ccccc2)ccc1C(=O)CC, CO, [K+], [OH-]. The product is CCC(=O)c1ccc(OCc2ccccc2)cc1OCC(=O)O. RXN SMILES: [CH2:3]([c:4]1[cH:5][cH:6][cH:7][cH:8][cH:9]1)[O:10][c:11]1[cH:12][c:13]([O:14][CH2:15][C:16](=[O:17])[O:18][CH2:19][CH3:20])[c:21]([C:24]([CH2:25][CH3:26])=[O:27])[cH:22][cH:23]1.[CH3:28][OH:29].[K+:2].[OH-:1]>>[CH2:3]([c:4]1[cH:5][cH:6][cH:7][cH:8][cH:9]1)[O:10][c:11]1[cH:12][c:13]([O:14][CH2:15][C:16](=[O:17])[OH:18])[c:21]([C:24]([CH2:25][CH3:26])=[O:27])[cH:22][cH:23]1. The reactants are CCCc1c(C(=O)OC)nnn1-c1ccc(NC(C)=O)nc1, CCO, [Na+], [OH-]. The product is CCCc1c(C(=O)O)nnn1-c1ccc(NC(C)=O)nc1. Reaction SMILES: [C:1]([CH3:2])(=[O:3])[NH:4][c:5]1[cH:6][cH:7][c:8](-[n:11]2[n:12][n:13][c:14]([C:19](=[O:20])[O:21][CH3:22])[c:15]2[CH2:16][CH2:17][CH3:18])[cH:9][n:10]1.[CH3:25][CH2:26][OH:27].[Na+:24].[OH-:23]>>[C:1]([CH3:2])(=[O:3])[NH:4][c:5]1[cH:6][cH:7][c:8](-[n:11]2[n:12][n:13][c:14]([C:19](=[O:20])[OH:21])[c:15]2[CH2:16][CH2:17][CH3:18])[cH:9][n:10]1.